This data is from the Open Reaction Database (ORD), a public repository of structured organic reaction records. The task is: describe an organic reaction: reactants, conditions, products, and yield Reactants: C(C)(CC)C1=C(C=CC=C1)NC(=S)N (2-(sec-butyl)phenylthiourea), CCN(C(C)C)C(C)C (Hünig's base), BrCC(=O)OC (methyl bromoacetate), [N+](=O)([O-])C1=CC=C(C=C1)N(C([O-])=O)C1=CC=C(C=C1)C1=NN(C=N1)C1=CC=C(C=C1)OC(F)(F)F (4-nitrophenyl(4-(1-(4-(trifluoromethoxy)phenyl)-1H-1,2,4-triazol-3-yl)phenyl)carbamate). Run in CC(=O)C (acetone), C(C)OCC (diethyl ether). Run at time 18 hour. Product: C(C)(CC)C1=C(C=CC=C1)N1/C(/SCC1=O)=N/C(=O)NC1=CC=C(C=C1)C1=NN(C=N1)C1=CC=C(C=C1)OC(F)(F)F ((Z)-1-(3-(2-(sec-butyl)phenyl)-4-oxothiazolidin-2-ylidene)-3-(4-(1-(4-(trifluoromethoxy)phenyl)-1H-1,2,4-triazol-3-yl)phenyl)urea). The yield is 102.3%. Reaction SMILES: [CH:1]([C:5]1[CH:10]=[CH:9][CH:8]=[CH:7][C:6]=1[NH:11][C:12]([NH2:14])=[S:13])([CH2:3][CH3:4])[CH3:2].Br[CH2:16][C:17](OC)=[O:18].[N+](C1C=CC([N:30]([C:34]2[CH:39]=[CH:38][C:37]([C:40]3[N:44]=[CH:43][N:42]([C:45]4[CH:50]=[CH:49][C:48]([O:51][C:52]([F:55])([F:54])[F:53])=[CH:47][CH:46]=4)[N:41]=3)=[CH:36][CH:35]=2)[C:31](=O)[O-:32])=CC=1)([O-])=O.CCN(C(C)C)C(C)C>CC(C)=O.C(OCC)C>[CH:1]([C:5]1[CH:10]=[CH:9][CH:8]=[CH:7][C:6]=1[N:11]1[C:17](=[O:18])[CH2:16][S:13]/[C:12]/1=[N:14]\[C:31]([NH:30][C:34]1[CH:39]=[CH:38][C:37]([C:40]2[N:44]=[CH:43][N:42]([C:45]3[CH:50]=[CH:49][C:48]([O:51][C:52]([F:53])([F:54])[F:55])=[CH:47][CH:46]=3)[N:41]=2)=[CH:36][CH:35]=1)=[O:32])([CH2:3][CH3:4])[CH3:2]. Reported procedure: To a solution of 1-(2-(sec-butyl)phenylthiourea (1.40 g, 6.72 mmol) suspended in 5 mL of acetone was added methyl bromoacetate (1.23 g, 1.20 mmol), and the solution was allowed to stir at ambient temperature for 18 h. The solution was then diluted with 8 mL of diethyl ether and, after stirring for 30 min, the solvent was carefully decanted from a gummy oil. The intermediate, methyl 2-((N-(2-(sec-butyl)phenyl)carbamimidoyl)thio)acetate HBr (B8), was dissolved in 8 mL of dry tetrahydrofuran and 4-... Reactants: C(C)(=O)Cl (acetic chloride), anhydride, C(C1=CC=CO1)S (furfurylmercaptan). Product: CC(=O)SCC1=CC=CO1 (Furfurylthiol acetate). As a reaction SMILES: [C:1](Cl)(=[O:3])[CH3:2].[CH2:5]([SH:11])[C:6]1[O:10][CH:9]=[CH:8][CH:7]=1>>[CH3:2][C:1]([S:11][CH2:5][C:6]1[O:10][CH:9]=[CH:8][CH:7]=1)=[O:3]. Procedure details: a. Furfurylthiol acetate was prepared by reacting acetic chloride or anhydride with furfurylmercaptan according to the method described in Houben-Weyl, 4th ed., vol. 9, 753 (1955). The product has a b.p. of 90°-92°C./12 mm. Hg. The reactants are COC(C(C(CCCCC1=CC=CC=C1)O)=C)=O (β-hydroxy-α-methylenebenzeneheptanoic acid methyl ester), S(C=1C(=CC(=C(C1)C(C)(C)C)O)C)C=1C(=CC(=C(C1)C(C)(C)C)O)C (4,4'-thiobis(6-t-butyl-m-cresol)), ClC=1C=C(C(=O)OO)C=CC1 (m-chloroperoxybenzoic acid). The solvent is ClCCCl (1,2-dichloroethane). Product: COC(=O)C1(OC1)C(CCCCC1=CC=CC=C1)O (2-[1-Hydroxy-5-phenylpentyl]-2-oxiranecarboxylic acid methyl ester). Reaction SMILES: [CH3:1][O:2][C:3](=[O:18])[C:4](=[CH2:17])[CH:5]([OH:16])[CH2:6][CH2:7][CH2:8][CH2:9][C:10]1[CH:15]=[CH:14][CH:13]=[CH:12][CH:11]=1.S(C1C(C)=CC(O)=C(C(C)(C)C)C=1)C1C(C)=CC([OH:30])=C(C(C)(C)C)C=1.ClC1C=C(C=CC=1)C(OO)=O>ClCCCl>[CH3:1][O:2][C:3]([C:4]1([CH:5]([OH:16])[CH2:6][CH2:7][CH2:8][CH2:9][C:10]2[CH:15]=[CH:14][CH:13]=[CH:12][CH:11]=2)[CH2:17][O:30]1)=[O:18]. Procedure details: A solution of 11.2 g (45 mmol) of β-hydroxy-α-methylenebenzeneheptanoic acid methyl ester in 300 ml of 1,2-dichloroethane is treated with 200 mg of 4,4'-thiobis(6-t-butyl-m-cresol) and 24.5 g (138 mmol) of m-chloroperoxybenzoic acid. The mixture is heated to reflux under nitrogen for 26 hours. Starting materials: ClC1=CC=C(C=C1)CCC(=O)O (3-(4-chlorophenyl)propionic acid), C[Si](C)(C)C=[N+]=[N-] (trimethylsilyldiazomethane). Solvent: C1(=CC=CC=C1)C (toluene), CO (methanol). Reaction conditions: time 1 hour. Product: ClC1=CC=C(C=C1)CCC(=O)OC (methyl 3-(4-chlorophenyl)propanoate). Reaction SMILES: [Cl:1][C:2]1[CH:7]=[CH:6][C:5]([CH2:8][CH2:9][C:10]([OH:12])=[O:11])=[CH:4][CH:3]=1.[CH3:13][Si](C=[N+]=[N-])(C)C>C1(C)C=CC=CC=1.CO>[Cl:1][C:2]1[CH:3]=[CH:4][C:5]([CH2:8][CH2:9][C:10]([O:12][CH3:13])=[O:11])=[CH:6][CH:7]=1. Reported procedure: To a solution of 3-(4-chlorophenyl)propionic acid (2.45 g, 13.27 mmol) in toluene (65 mL) and methanol (10 mL) was added trimethylsilyldiazomethane (2M solution in hexane, 7.63 mL, 15.26 mmol). The mixture was allowed to stir for 1 hour and gas evolution was observed initially. After 1 hour, the mixture became homogeneous and was quenched via addition of 3.5 mL of acetic acid. The mixture was concentrated in vacuo, and purified via column chromatography on a Biotage 65i column eluting with 0% et... The reactants are COC1=C2C=C(NC2=CC(=C1OC)OC)C(=O)OC (Methyl 4,5,6-trimethoxyindole-2-carboxylate), BrC1=CC=CC=C1 (bromobenzene), [OH-].[K+] (potassium hydroxide). Product: C1(=CC=CC=C1)N1C(=CC2=C(C(=C(C=C12)OC)OC)OC)C(=O)OC (Methyl 1-phenyl-4,5,6-trimethoxyindole-2-carboxylate). Procedure details: Methyl 4,5,6-trimethoxyindole-2-carboxylate (533 mg), bromobenzene (0.22 mL), copper oxide (64 mg) and potassium hydroxide (336 mg) were suspended in dry DMF (10 mL), and the suspension was refluxed and stirred for 6 hours under an argon atmosphere. After cooling, the reaction mixture was dissolved in water (100 mL) and filtered through celite. The filtrate was extracted with ethyl acetate, and the extract was washed with water and saturated brine, dried over anhydrous magnesium sulfate and then... Solvent: CN(C)C=O (DMF), O (water). The reagents and catalysts are [Cu]=O (copper oxide). As a reaction SMILES: [CH3:1][O:2][C:3]1[C:11]([O:12][CH3:13])=[C:10]([O:14][CH3:15])[CH:9]=[C:8]2[C:4]=1[CH:5]=[C:6]([C:16]([O:18][CH3:19])=[O:17])[NH:7]2.Br[C:21]1[CH:26]=[CH:25][CH:24]=[CH:23][CH:22]=1.[OH-].[K+]>CN(C=O)C.O.[Cu]=O>[C:21]1([N:7]2[C:8]3[C:4](=[C:3]([O:2][CH3:1])[C:11]([O:12][CH3:13])=[C:10]([O:14][CH3:15])[CH:9]=3)[CH:5]=[C:6]2[C:16]([O:18][CH3:19])=[O:17])[CH:26]=[CH:25][CH:24]=[CH:23][CH:22]=1 |f:2.3|. Conditions: time 6 hour. RXN SMILES: [CH2:18]1[CH2:19][NH:20][CH2:21][CH2:22][NH:23]1.[CH3:24][CH:25]([N:26]([CH2:27][CH3:28])[CH:29]([CH3:30])[CH3:31])[CH3:32].[CH3:33][C:34]#[N:35].[Cl:1][c:2]1[cH:3][c:4]2[c:5]([cH:16][cH:17]1)[CH:6]([Cl:15])[c:7]1[n:8][cH:9][cH:10][cH:11][c:12]1[CH2:13][O:14]2.[OH2:36]>>[Cl:1][c:2]1[cH:3][c:4]2[c:5]([cH:16][cH:17]1)[CH:6]([N:20]1[CH2:19][CH2:18][NH:23][CH2:22][CH2:21]1)[c:7]1[n:8][cH:9][cH:10][cH:11][c:12]1[CH2:13][O:14]2. Starting materials: C1CNCCN1, CCN(C(C)C)C(C)C, CC#N, Clc1ccc2c(c1)OCc1cccnc1C2Cl, O. Yields the product Clc1ccc2c(c1)OCc1cccnc1C2N1CCNCC1. Starting materials: FC=1C=CC(=NC1C)NC(=O)C1=NC(=CC=C1NC=1C=NC=CC1)C (6-Methyl-3-(pyridin-3-ylamino)-pyridine-2-carboxylic acid (5-fluoro-6-methyl-pyridin-2-yl)-amide), BrC1=CC(=CC=C1)F (1-Bromo-3-Fluorobenzene). The product is FC=1C=CC(=NC1C)NC(=O)C1=NC(=CC=C1NC1=CC(=CC=C1)F)C (3-(3-Fluoro-phenylamino)-6-methyl-pyridine-2-carboxylic acid (5-fluoro-6-methyl-pyridin-2-yl)-amide). RXN SMILES: [F:1][C:2]1[CH:3]=[CH:4][C:5]([NH:9][C:10]([C:12]2[C:17]([NH:18][C:19]3[CH:20]=N[CH:22]=[CH:23][CH:24]=3)=[CH:16][CH:15]=[C:14]([CH3:25])[N:13]=2)=[O:11])=[N:6][C:7]=1[CH3:8].BrC1C=CC=[C:29]([F:33])C=1>>[F:1][C:2]1[CH:3]=[CH:4][C:5]([NH:9][C:10]([C:12]2[C:17]([NH:18][C:19]3[CH:24]=[CH:23][CH:22]=[C:29]([F:33])[CH:20]=3)=[CH:16][CH:15]=[C:14]([CH3:25])[N:13]=2)=[O:11])=[N:6][C:7]=1[CH3:8]. Reported procedure: The title compound, was prepared from 3-Amino-6-methyl-pyridine-2-carboxylic acid (5-fluoro-6-methyl-pyridin-2-yl)-amide (example 11) in accordance with the general method of example 20 using 1-Bromo-3-Fluorobenzene instead of 3-Bromo-4-methylpyridine to yield the final compound as a yellow crystalline solid, MS (ISP): m/e=355.3 (M+H+).